From a dataset of the Open Reaction Database (ORD), a public repository of structured organic reaction records. describe an organic reaction: reactants, conditions, products, and yield Starting materials: O(C1=CC=CC=C1)CC(=O)N[C@H]1[C@@H]2N(C(=CC(S2)=O)C(=O)OCC2=CC=CC=C2)C1=O (benzyl 7β-(2-phenoxyacetamido)-2-oxo-3-cephem-4-carboxylate), CN(C1=CC=CC=C1)C (N,N-dimethylaniline), P(Cl)(Cl)(Cl)(Cl)Cl (phosphorus pentachloride), CO (methanol). The solvent is C(Cl)Cl (methylene chloride), O (water). Reaction conditions: temperature -50 celsius, time 1.5 hour. Yields the product Cl.N[C@H]1[C@@H]2N(C(=CC(S2)=O)C(=O)OCC2=CC=CC=C2)C1=O (benzyl 7βamino-2-oxo-3-cephem-4-carboxylate hydrochloride). Yield: 42.2%. As a reaction SMILES: O(CC([NH:11][C@@H:12]1[C:30](=[O:31])[N:14]2[C:15]([C:20]([O:22][CH2:23][C:24]3[CH:29]=[CH:28][CH:27]=[CH:26][CH:25]=3)=[O:21])=[CH:16][C:17](=[O:19])[S:18][C@H:13]12)=O)C1C=CC=CC=1.CN(C)C1C=CC=CC=1.P(Cl)(Cl)(Cl)(Cl)[Cl:42].CO>C(Cl)Cl.O>[ClH:42].[NH2:11][C@@H:12]1[C:30](=[O:31])[N:14]2[C:15]([C:20]([O:22][CH2:23][C:24]3[CH:25]=[CH:26][CH:27]=[CH:28][CH:29]=3)=[O:21])=[CH:16][C:17](=[O:19])[S:18][C@H:13]12 |f:6.7|. Reported procedure: To a solution of benzyl 7β-(2-phenoxyacetamido)-2-oxo-3-cephem-4-carboxylate (294 mg) in methylene chloride (7 ml) were added successively N,N-dimethylaniline (0.17 ml) and phosphorus pentachloride (281 mg) at -35° C. The mixture was stirred for 1.5 hours at -35° to -30° C. and cooled to -50° C. and then thereto was added methanol (0.57 ml). After the temperature was raised gradually to 0° C. over a period of 1.5 hours, water (0.5 ml) was added. The precipitates were collected by filtration and ... Reactants: FC=1C=C(C#N)C=CC1 (3-fluorobenzonitrile), N1CCCCC1 (piperidine). Yields the product N1(CCCCC1)C=1C=C(C#N)C=CC1 (3-Piperidinobenzonitrile). RXN SMILES: F[C:2]1[CH:3]=[C:4]([CH:7]=[CH:8][CH:9]=1)[C:5]#[N:6].[NH:10]1[CH2:15][CH2:14][CH2:13][CH2:12][CH2:11]1>>[N:10]1([C:2]2[CH:3]=[C:4]([CH:7]=[CH:8][CH:9]=2)[C:5]#[N:6])[CH2:15][CH2:14][CH2:13][CH2:12][CH2:11]1. Reported procedure: According to a similar manner to that in Reference Example 17, the title compound was synthesized from 3-fluorobenzonitrile and piperidine. Reactants: CC=CCC1Cc2c(Cl)cccc2C1=O, CO, ClCCl, O=[O+][O-]. Yields the product O=CCC1Cc2c(Cl)cccc2C1=O. RXN SMILES: [CH2:4]([CH:5]=[CH:6][CH3:7])[CH:8]1[C:9](=[O:18])[c:10]2[cH:11][cH:12][cH:13][c:14]([Cl:17])[c:15]2[CH2:16]1.[CH3:22][OH:23].[Cl:19][CH2:20][Cl:21].[O-:1][O+:2]=[O:3]>>[O:1]=[CH:5][CH2:4][CH:8]1[C:9](=[O:18])[c:10]2[cH:11][cH:12][cH:13][c:14]([Cl:17])[c:15]2[CH2:16]1. Reactants: C(C)(C)(C)OC(=O)N1CC(C1)N1CCN(CC1)C(=O)C=1SC=CN1 (3-[4-(Thiazole-2-carbonyl)-piperazin-1-yl]-azetidine-1-carboxylic acid tert-butyl ester), C(=O)(C(F)(F)F)O (TFA). Run in C(Cl)Cl (CH2Cl2). Run at time 4.5 hour. The product is N1CC(C1)N1CCN(CC1)C(=O)C=1SC=CN1 ((4-Azetidin-3-yl-piperazin-1-yl)-thiazol-2-yl-methanone). As a reaction SMILES: C(OC([N:8]1[CH2:11][CH:10]([N:12]2[CH2:17][CH2:16][N:15]([C:18]([C:20]3[S:21][CH:22]=[CH:23][N:24]=3)=[O:19])[CH2:14][CH2:13]2)[CH2:9]1)=O)(C)(C)C.C(O)(C(F)(F)F)=O>C(Cl)Cl>[NH:8]1[CH2:9][CH:10]([N:12]2[CH2:13][CH2:14][N:15]([C:18]([C:20]3[S:21][CH:22]=[CH:23][N:24]=3)=[O:19])[CH2:16][CH2:17]2)[CH2:11]1. Reported procedure: To a solution of compound 7c (1.2 g, 3.41 mmol) in CH2Cl2 (12 mL) was added TFA (3 mL). The reaction mixture was stirred at room temperature for 4.5 h, concentrated, and to the resulting residue was added aq. NaHCO3. The mixture was extracted with 2% MeOH/CH2Cl2 (3×). The organic solution was dried over Na2SO4 and concentrated to give compound 5e, which was used in the next reaction without further purification.